Dataset: the Open Reaction Database (ORD), a public repository of structured organic reaction records. Task: describe an organic reaction: reactants, conditions, products, and yield Reactants: CCOC(=O)c1cccc(C(C)C#N)c1, CI, [H-], [Na+], CN(C)C=O. The product is CCOC(=O)c1cccc(C(C)(C)C#N)c1. Reaction SMILES: [CH2:1]([CH3:2])[O:3][C:4]([c:5]1[cH:6][c:7]([CH:11]([CH3:12])[C:13]#[N:14])[cH:8][cH:9][cH:10]1)=[O:15].[CH3:18][I:19].[H-:16].[Na+:17].[O:20]=[CH:21][N:22]([CH3:23])[CH3:24]>>[CH2:1]([CH3:2])[O:3][C:4]([c:5]1[cH:6][c:7]([C:11]([CH3:12])([C:13]#[N:14])[CH3:18])[cH:8][cH:9][cH:10]1)=[O:15].